The task is: describe an organic reaction: reactants, conditions, products, and yield. This data is from the Open Reaction Database (ORD), a public repository of structured organic reaction records. The reactants are BrC1=C(C=CC=C1)C(=C(C)NC(C)C1CCN(CC1)C(=O)OC(C)(C)C)C(=O)OC (tert-butyl 4-(1-(3-(2-bromophenyl)-4-methoxy-4-oxobut-2-en-2-ylamino)ethyl)piperidine-1-carboxylate), O1CCOCC1 (1,4-dioxane), C[O-].[Na+] (sodium methoxide), II, C1(CCCCC1)P(C1=C(C=CC=C1)C1=C(C=CC=C1OC(C)C)OC(C)C)C1CCCCC1 (dicyclohexyl(2′,6′-diisopropoxybiphenyl-2-yl)phosphine). The reagents and catalysts are CC(C)OC1=C(C(=CC=C1)OC(C)C)C2=CC=CC=C2P(C3CCCCC3)C4CCCCC4 (RuPhos). Reaction conditions: temperature 100 celsius, time 8 hour. The product is C(C)(C)(C)OC(=O)N1CCC(CC1)C(C)N1C(=C(C2=CC=CC=C12)C(=O)OC)C (methyl 1-(1-(1-(tert-butoxycarbonyl)piperidin-4-yl)ethyl)-2-methyl-1H-indole-3-carboxylate). The yield is 68.9%. As a reaction SMILES: Br[C:2]1[CH:7]=[CH:6][CH:5]=[CH:4][C:3]=1[C:8]([C:27]([O:29][CH3:30])=[O:28])=[C:9]([NH:11][CH:12]([CH:14]1[CH2:19][CH2:18][N:17]([C:20]([O:22][C:23]([CH3:26])([CH3:25])[CH3:24])=[O:21])[CH2:16][CH2:15]1)[CH3:13])[CH3:10].C1(P(C2CCCCC2)C2C=CC=CC=2C2C(OC(C)C)=CC=CC=2OC(C)C)CCCCC1.O1CCOCC1.C[O-].[Na+]>CC(OC1C=CC=C(OC(C)C)C=1C1C(P(C2CCCCC2)C2CCCCC2)=CC=CC=1)C>[C:23]([O:22][C:20]([N:17]1[CH2:18][CH2:19][CH:14]([CH:12]([N:11]2[C:4]3[C:3](=[CH:2][CH:7]=[CH:6][CH:5]=3)[C:8]([C:27]([O:29][CH3:30])=[O:28])=[C:9]2[CH3:10])[CH3:13])[CH2:15][CH2:16]1)=[O:21])([CH3:26])([CH3:25])[CH3:24] |f:3.4|. Procedure details: A 250 mL round bottom flask was charged with a magnetic stir bar, (R or S,Z)-tert-butyl 4-(1-(3-(2-bromophenyl)-4-methoxy-4-oxobut-2-en-2-ylamino)ethyl)piperidine-1-carboxylate (3.33 g, 6.92 mmol), RuPhos Pre-catalyst II (Chloro-(2-Dicyclohexylphosphino-2′,6′-diisopropoxy-1,1′-biphenyl)[2-(2-aminoethyl)phenyl]palladium(II)-methyl-t-butyl ether adduct) (0.463 g, 0.553 mmol), dicyclohexyl(2′,6′-diisopropoxybiphenyl-2-yl)phosphine (0.387 g, 0.830 mmol), anhydrous 1,4-dioxane (27.7 ml, 6.92 mmol), a... Reactants: C(C(=O)OCC)(=O)OCC (diethyl oxalate), C(C)(=O)C=1SC=CN1 (acetylthiazole). Solvent: [O-]CC.[Na+] (sodium ethoxide). Conditions: time 2 hour. Product: C(C)OC(C(CC(C=1SC=CN1)=O)=O)=O (2,4-diketo-4-(thiazol-2-yl)butyric acid ethyl ester). Isolated yield 72.2%. As a reaction SMILES: [C:1]([O:8][CH2:9][CH3:10])(=[O:7])[C:2]([O:4]CC)=O.[C:11]([C:14]1[S:15][CH:16]=[CH:17][N:18]=1)(=[O:13])[CH3:12]>[O-]CC.[Na+]>[CH2:9]([O:8][C:1](=[O:7])[C:2](=[O:4])[CH2:12][C:11](=[O:13])[C:14]1[S:15][CH:16]=[CH:17][N:18]=1)[CH3:10] |f:2.3|. Procedure: To a sodium ethoxide solution (prepared from 150 ml of ethanol and 4.2 g of sodium) at 0° C., a mixture of diethyl oxalate (22.98 g) and acetylthiazole (20.07 g) was added dropwise. The resulting mixture was stirred at room temperature for 2 hours and concentrated. The residue was treated with 100 ml of water and neutralized with 6N HCl. Filtration afforded 25.8 g of 2,4-diketo-4-(thiazol-2-yl)butyric acid ethyl ester as brown solids. NMR: 1.46 (t, 3H), 4.49 (q, 2H), 7.27 (s, 1H), 7.65, 8.04 (2d... Starting materials: C(C)(C)N(CC)C(C)C (Diisopropylethylamine), C(C1=CC=CC=C1)OC(NC1CCNCC1)=O (piperidin-4-yl-carbamic acid benzyl ester), [N+](=O)([O-])C1=CC=C(C=C1)S(=O)(=O)Cl (4-nitrophenyl sulfonyl chloride). The solvent is C1CCOC1 (THF). Reaction conditions: time 1 hour. Product: C(C1=CC=CC=C1)OC(NC1CCN(CC1)S(=O)(=O)C1=CC=C(C=C1)[N+](=O)[O-])=O ([1-(4-Nitro-benzenesulfonyl)-piperidin-4-yl]-carbamic acid benzyl ester). Yield: 100.0%. RXN SMILES: C(N(C(C)C)CC)(C)C.[CH2:10]([O:17][C:18](=[O:26])[NH:19][CH:20]1[CH2:25][CH2:24][NH:23][CH2:22][CH2:21]1)[C:11]1[CH:16]=[CH:15][CH:14]=[CH:13][CH:12]=1.[N+:27]([C:30]1[CH:35]=[CH:34][C:33]([S:36](Cl)(=[O:38])=[O:37])=[CH:32][CH:31]=1)([O-:29])=[O:28]>C1COCC1>[CH2:10]([O:17][C:18](=[O:26])[NH:19][CH:20]1[CH2:25][CH2:24][N:23]([S:36]([C:33]2[CH:32]=[CH:31][C:30]([N+:27]([O-:29])=[O:28])=[CH:35][CH:34]=2)(=[O:37])=[O:38])[CH2:22][CH2:21]1)[C:11]1[CH:16]=[CH:15][CH:14]=[CH:13][CH:12]=1. Procedure details: Diisopropylethylamine (1.04 ml, 7.0 mmol) was added in one portion to a stirred solution of piperidin-4-yl-carbamic acid benzyl ester (0.74 g, 3.1 mmol) in THF (10 ml) at room temperature. To this mixture was added 4-nitrophenyl sulfonyl chloride (0.77 g, 3.5 mmol) in one portion and the mixture was stirred at room temperature under a nitrogen atmosphere for 1 hour. After this time the solvent was removed under vacuum and the resulting residue was partitioned between ethyl acetate (50 ml) and HC... Reactants: C, CCO, [H][H], [N-]=[N+]=NCCc1ccc(CCOC2CCCCO2)cc1, [Pd]. Yields the product NCCc1ccc(CCOC2CCCCO2)cc1. RXN SMILES: [C:26].[CH3:23][CH2:24][OH:25].[H:21][H:22].[O:1]1[CH:2]([O:7][CH2:8][CH2:9][c:10]2[cH:11][cH:12][c:13]([CH2:16][CH2:17][N:18]=[N+:19]=[N-:20])[cH:14][cH:15]2)[CH2:3][CH2:4][CH2:5][CH2:6]1.[Pd:27]>>[O:1]1[CH:2]([O:7][CH2:8][CH2:9][c:10]2[cH:11][cH:12][c:13]([CH2:16][CH2:17][NH2:18])[cH:14][cH:15]2)[CH2:3][CH2:4][CH2:5][CH2:6]1. Reactants: CO, [Cl-], Cl, [K+], CCCCCC(N)CCC1CCC(=O)C1CCCCCCC(=O)OCC, [Na+], [OH-], O. The product is Cl, CCCCCC(N)CCC1CCC(=O)C1CCCCCCC(=O)O. As a reaction SMILES: [CH3:33][OH:34].[Cl-:31].[ClH:29].[K+:28].[NH2:1][CH:2]([CH2:3][CH2:4][CH:5]1[CH2:6][CH2:7][C:8](=[O:21])[CH:9]1[CH2:10][CH2:11][CH2:12][CH2:13][CH2:14][CH2:15][C:16](=[O:17])[O:18][CH2:19][CH3:20])[CH2:22][CH2:23][CH2:24][CH2:25][CH3:26].[Na+:30].[OH-:27].[OH2:32]>>[ClH:29].[NH2:1][CH:2]([CH2:3][CH2:4][CH:5]1[CH2:6][CH2:7][C:8](=[O:21])[CH:9]1[CH2:10][CH2:11][CH2:12][CH2:13][CH2:14][CH2:15][C:16](=[O:17])[OH:18])[CH2:22][CH2:23][CH2:24][CH2:25][CH3:26]. Reactants: N1=C(C=CC2=CC=CC=C12)SCCCCOC=1C=C2C=CC(NC2=CC1)=O (6-[4-(2- quinolyl-mercapto)-butoxy]-carbostyril), OO (hydrogen peroxide). Yields the product N1=C(C=CC2=CC=CC=C12)S(=O)CCCCOC=1C=C2C=CC(NC2=CC1)=O (6-[4-(2-Quinolyl-sulfinyl)-butoxy]-carbostyril). As a reaction SMILES: [N:1]1[C:10]2[C:5](=[CH:6][CH:7]=[CH:8][CH:9]=2)[CH:4]=[CH:3][C:2]=1[S:11][CH2:12][CH2:13][CH2:14][CH2:15][O:16][C:17]1[CH:18]=[C:19]2[C:24](=[CH:25][CH:26]=1)[NH:23][C:22](=[O:27])[CH:21]=[CH:20]2.[OH:28]O>>[N:1]1[C:10]2[C:5](=[CH:6][CH:7]=[CH:8][CH:9]=2)[CH:4]=[CH:3][C:2]=1[S:11]([CH2:12][CH2:13][CH2:14][CH2:15][O:16][C:17]1[CH:18]=[C:19]2[C:24](=[CH:25][CH:26]=1)[NH:23][C:22](=[O:27])[CH:21]=[CH:20]2)=[O:28]. Procedure: Prepared analogous to Example 123 from 6-[4-(2- quinolyl-mercapto)-butoxy]-carbostyril and hydrogen peroxide.